This data is from the Open Reaction Database (ORD), a public repository of structured organic reaction records. The task is: describe an organic reaction: reactants, conditions, products, and yield Product: ClC1=CC=C2C=3C=CC=C(C3NC2=C1C)C(=O)NO (7-chloro-8-methylcarbazole-1-carbohydroxamic acid). The solvent is C(C)O (ethanol). Isolated yield 20.0%. Procedure: Under cooling, a solution of 200 mg. of hydroxylamine in 15 ml. of ethanol is combined with 10 ml. of a sodium ethylate solution containing 1% sodium, as well as, in incremental portions, with 1.0 g. of the ethyl ester of 7-chloro-8-methylcarbazole-1-carboxylic acid. The mixture is stirred for one hour at 0° C. and for another 12 hours at room temperature and is then concentrated under vacuum. The residue is taken up in water, acidified to pH 1 with hydrochloric acid, extracted with ethyl acetat... The reactants are NO (hydroxylamine), ClC1=CC=C2C=3C=CC=C(C3NC2=C1C)C(=O)O (7-chloro-8-methylcarbazole-1-carboxylic acid), CC[O-].[Na+] (sodium ethylate solution), ethyl ester. Reaction SMILES: [NH2:1][OH:2].CC[O-].[Na+].[Cl:7][C:8]1[C:20]([CH3:21])=[C:19]2[C:11]([C:12]3[CH:13]=[CH:14][CH:15]=[C:16]([C:22]([OH:24])=O)[C:17]=3[NH:18]2)=[CH:10][CH:9]=1>C(O)C>[Cl:7][C:8]1[C:20]([CH3:21])=[C:19]2[C:11]([C:12]3[CH:13]=[CH:14][CH:15]=[C:16]([C:22]([NH:1][OH:2])=[O:24])[C:17]=3[NH:18]2)=[CH:10][CH:9]=1 |f:1.2|. Run at temperature 0 celsius, time 12 hour. Starting materials: CSC=1S\C(\C(N1)=O)=C/C=1C=C2C=CC=NC2=CC1 (2-methylsulfanyl-5-[1-quinolin-6-yl-meth-(Z)-ylidene]-thiazol-4-one), N1=CC=C(C=C1)CCN (2-pyridin-4-yl-ethylamine), CCN(C(C)C)C(C)C (DIEA). Yields the product N1=CC=C(C=C1)CCNC=1S\C(\C(N1)=O)=C/C=1C=C2C=CC=NC2=CC1 (2-(2-pyridin-4-yl-ethylamino)-5-[1-quinolin-6-yl-meth-(Z)-ylidene]-thiazol-4-one). RXN SMILES: CS[C:3]1[S:4]/[C:5](=[CH:9]\[C:10]2[CH:11]=[C:12]3[C:17](=[CH:18][CH:19]=2)[N:16]=[CH:15][CH:14]=[CH:13]3)/[C:6](=[O:8])[N:7]=1.[N:20]1[CH:25]=[CH:24][C:23]([CH2:26][CH2:27][NH2:28])=[CH:22][CH:21]=1.CCN(C(C)C)C(C)C>>[N:20]1[CH:25]=[CH:24][C:23]([CH2:26][CH2:27][NH:28][C:3]2[S:4]/[C:5](=[CH:9]\[C:10]3[CH:11]=[C:12]4[C:17](=[CH:18][CH:19]=3)[N:16]=[CH:15][CH:14]=[CH:13]4)/[C:6](=[O:8])[N:7]=2)=[CH:22][CH:21]=1. Procedure details: Similar procedure as described in example 1b was used, starting from 2-methylsulfanyl-5-[1-quinolin-6-yl-meth-(Z)-ylidene]-thiazol-4-one, 2-pyridin-4-yl-ethylamine and DIEA to give 2-(2-pyridin-4-yl-ethylamino)-5-[1-quinolin-6-yl-meth-(Z)-ylidene]-thiazol-4-one. LC-MS m/e 361 (MH+).